describe an organic reaction: reactants, conditions, products, and yield From a dataset of the Open Reaction Database (ORD), a public repository of structured organic reaction records. RXN SMILES: [OH:1][C@H:2]1[CH2:7][CH2:6][C@H:5]([N:8]([CH3:22])[S:9]([C:12]2[CH:17]=[CH:16][C:15]([C:18]([F:21])([F:20])[F:19])=[CH:14][CH:13]=2)(=[O:11])=[O:10])[CH2:4][CH2:3]1.[C:23]([O:27][C:28](=[O:31])[CH2:29]Br)([CH3:26])([CH3:25])[CH3:24].[OH-].[Na+]>C1(C)C=CC=CC=1.CCOC(C)=O>[C:23]([O:27][C:28](=[O:31])[CH2:29][O:1][C@H:2]1[CH2:7][CH2:6][C@H:5]([N:8]([CH3:22])[S:9]([C:12]2[CH:17]=[CH:16][C:15]([C:18]([F:21])([F:19])[F:20])=[CH:14][CH:13]=2)(=[O:11])=[O:10])[CH2:4][CH2:3]1)([CH3:26])([CH3:25])[CH3:24] |f:2.3|. Reported procedure: To a suspension of 1 g (2.96 mmol) of trans-N-(4-hydroxy-cyclohexyl)-N-methyl-4-trifluoromethyl-benzenesulfonamide in 12 mL of toluene were added 0.9 ml (6.04 mmol, 2 eq) of bromo-acetic acid tert-butyl ester, 100 mg (0.3mmol, 0.1 eq) of tetra-N-butylammonium hydrogensulfate and 12 mL of 50% aqueous NaOH. The mixture was stirred at 500 for 1 h. The organic phase was dissolved in EtOAc, dried over Na2SO4, and the solvent evaporated. Column chromatography on silica gel gave 1.3 g (97%) of trans-{4... Run in C1(=CC=CC=C1)C (toluene), CCOC(=O)C (EtOAc). Reaction conditions: time 1 hour. The product is C(C)(C)(C)OC(CO[C@@H]1CC[C@H](CC1)N(S(=O)(=O)C1=CC=C(C=C1)C(F)(F)F)C)=O (trans-{4-[methyl-(4-trifluoromethyl-benzenesulfonyl)-amino]-cyclohexyloxy}-acetic acid tert-butyl ester). Starting materials: C(C)(C)(C)OC(CBr)=O (bromo-acetic acid tert-butyl ester), tetra-N-butylammonium hydrogensulfate, [OH-].[Na+] (NaOH), O[C@@H]1CC[C@H](CC1)N(S(=O)(=O)C1=CC=C(C=C1)C(F)(F)F)C (trans-N-(4-hydroxy-cyclohexyl)-N-methyl-4-trifluoromethyl-benzenesulfonamide). Yield: 97.3%.